From a dataset of the Open Reaction Database (ORD), a public repository of structured organic reaction records. describe an organic reaction: reactants, conditions, products, and yield The reactants are BrC1=CC=C2C(=NC=NN21)N (7-bromo-pyrrolo[2,1-f][1,2,4]triazin-4-ylamine), Cl[Si](C)(C)C (chlorotrimethylsilane), CC(C)[Mg]Cl (2-propylmagnesium chloride), C(C)OC(=O)C1C(C1)C=O (2-formyl-cyclopropanecarboxylic acid ethyl ester). Solvent: C1CCOC1 (THF), C1CCOC1 (THF). Reaction conditions: time 2 hour. Product: C(C)OC(=O)C1C(C1)C(O)C1=CC=C2C(=NC=NN21)N (2-[(4-Amino-pyrrolo[2,1-f][1,2,4]triazin-7-yl)-hydroxy-methyl]-cyclopropanecarboxylic acid ethyl ester). Isolated yield 29.3%. RXN SMILES: Br[C:2]1[N:10]2[C:5]([C:6]([NH2:11])=[N:7][CH:8]=[N:9]2)=[CH:4][CH:3]=1.Cl[Si](C)(C)C.CC([Mg]Cl)C.[CH2:22]([O:24][C:25]([CH:27]1[CH2:29][CH:28]1[CH:30]=[O:31])=[O:26])[CH3:23]>C1COCC1>[CH2:22]([O:24][C:25]([CH:27]1[CH2:29][CH:28]1[CH:30]([C:2]1[N:10]2[C:5]([C:6]([NH2:11])=[N:7][CH:8]=[N:9]2)=[CH:4][CH:3]=1)[OH:31])=[O:26])[CH3:23]. Procedure details: To a stirred solution of 7-bromo-pyrrolo[2,1-f][1,2,4]triazin-4-ylamine (5.27 g, 24.7 mmol) in anhydrous THF (40 mL) was added chlorotrimethylsilane (5.9 g, 54.4 mmol) at rt. The reaction mixture was stirred at rt for 2 hours and cooled in an ice water bath. 2-propylmagnesium chloride in THF (52 mL, 104 mmol, 2.0 M) was added dropwise, and the reaction mixture was allowed stirred at rt for 2 hours. The reaction was cooled to 0° C. with an ice bath, and 2-formyl-cyclopropanecarboxylic acid ethyl ... Starting materials: CCO, O=[N+]([O-])c1c(Cl)ccnc1O, O, O, Cl[Sn](Cl)(Cl)Cl. Yields the product Nc1c(Cl)ccnc1O. Reaction SMILES: [CH3:19][CH2:20][OH:21].[Cl:1][c:2]1[c:3]([N+:9]([O-:10])=[O:11])[c:4]([OH:8])[n:5][cH:6][cH:7]1.[OH2:12].[OH2:13].[Sn:14]([Cl:15])([Cl:16])([Cl:17])[Cl:18]>>[Cl:1][c:2]1[c:3]([NH2:9])[c:4]([OH:8])[n:5][cH:6][cH:7]1. Starting materials: IC1=C(C=CC=C1)S(=O)(=O)C (1-iodo-2-(methylsulfonyl)benzene), IC1=C(C=CC=C1)S(=O)(=O)C (1-iodo-2-(methylsulfonyl)benzene), BrN1C(CCC1=O)=O (N-bromosuccinimide). Run in OS(=O)(=O)O (H2SO4). Reaction conditions: time 4 hour. The product is BrC1=CC(=C(C=C1)I)S(=O)(=O)C (4-bromo-1-iodo-2-(methylsulfonyl)benzene). Yield: 86.2%. Reaction SMILES: [I:1][C:2]1[CH:7]=[CH:6][CH:5]=[CH:4][C:3]=1[S:8]([CH3:11])(=[O:10])=[O:9].[Br:12]N1C(=O)CCC1=O>OS(O)(=O)=O>[Br:12][C:5]1[CH:6]=[CH:7][C:2]([I:1])=[C:3]([S:8]([CH3:11])(=[O:9])=[O:10])[CH:4]=1. Reported procedure: A suspension of 1-iodo-2-(methylsulfonyl)benzene (Intermediate 201; 1.45 g; 5.14 mmol) in conc. H2SO4 (4 mL) was treated with N-bromosuccinimide (1.01 g; 5.65 mmol) and the resulting mixture was stirred for 4 h. The reaction mixture was carefully poured on crushed ice and extracted with EtOAc. The organic phase was washed twice with NaOH 0.1 N and brine, dried over MgSO4, filtered and concentrated to dryness affording the title compound as a white solid (1.6 g, 86%). The reactants are [N+](=O)([O-])C1=C(C=C(C(=O)NC2=CC=C(C=C2)C=2SC3=C(N2)C=CC(=C3)OC)C=C1)C(F)(F)F (4-nitro-3-trifluoromethyl-N-[4-(6-methoxybenzothiazol-2-yl)-phenyl]-benzamide), CCOC(=O)C.CCCCCC (EtOAc Hexane), B(Br)(Br)Br (BBr3). Solvent: C(Cl)Cl (DCM). Product: [N+](=O)([O-])C1=C(C=C(C(=O)NC2=CC=C(C=C2)C=2SC3=C(N2)C=CC(=C3)O)C=C1)C(F)(F)F (4-Nitro-3-trifluoromethyl-N-[4-(6-hydroxybenzothiazol-2-yl)-phenyl]-benzamide). Isolated yield 72.6%. As a reaction SMILES: [N+:1]([C:4]1[CH:29]=[CH:28][C:7]([C:8]([NH:10][C:11]2[CH:16]=[CH:15][C:14]([C:17]3[S:18][C:19]4[CH:25]=[C:24]([O:26]C)[CH:23]=[CH:22][C:20]=4[N:21]=3)=[CH:13][CH:12]=2)=[O:9])=[CH:6][C:5]=1[C:30]([F:33])([F:32])[F:31])([O-:3])=[O:2].B(Br)(Br)Br.CCOC(C)=O.CCCCCC>C(Cl)Cl>[N+:1]([C:4]1[CH:29]=[CH:28][C:7]([C:8]([NH:10][C:11]2[CH:12]=[CH:13][C:14]([C:17]3[S:18][C:19]4[CH:25]=[C:24]([OH:26])[CH:23]=[CH:22][C:20]=4[N:21]=3)=[CH:15][CH:16]=2)=[O:9])=[CH:6][C:5]=1[C:30]([F:33])([F:32])[F:31])([O-:3])=[O:2] |f:2.3|. Procedure: Prepared as described in the Demethylation section using 4-nitro-3-trifluoromethyl-N-[4-(6-methoxybenzothiazol-2-yl)-phenyl]-benzamide (0.10 g, 0.21 mmol) in dry DCM (10 ml) and BBr3 (1.0 M solution in DCM, 1.1 ml, 1.1 mmol) to give the title compound (0.07 g, 71%) as a yellow solid after work-up and flash chromatography (3:1 EtOAc/Hexane). Reactants: CC(C(=O)C1=NN(C2=CC(=CC=C12)OC)CC(=O)OCC)(C)C (ethyl [3-(2,2-dimethylpropanoyl)-6-methoxy-1H-indazol-1-yl]acetate), O (water), [OH-].[Na+] (NaOH). The solvent is CO (MeOH). Conditions: time 16 hour. Product: CC(C(=O)C1=NN(C2=CC(=CC=C12)OC)CC(=O)O)(C)C ([3-(2,2-Dimethylpropanoyl)-6-methoxy-1H-indazol-1-yl]acetic acid). RXN SMILES: [CH3:1][C:2]([CH3:23])([CH3:22])[C:3]([C:5]1[C:13]2[C:8](=[CH:9][C:10]([O:14][CH3:15])=[CH:11][CH:12]=2)[N:7]([CH2:16][C:17]([O:19]CC)=[O:18])[N:6]=1)=[O:4].O.[OH-].[Na+]>CO>[CH3:1][C:2]([CH3:23])([CH3:22])[C:3]([C:5]1[C:13]2[C:8](=[CH:9][C:10]([O:14][CH3:15])=[CH:11][CH:12]=2)[N:7]([CH2:16][C:17]([OH:19])=[O:18])[N:6]=1)=[O:4] |f:2.3|. Procedure: To a solution of 0.30 g ethyl [3-(2,2-dimethylpropanoyl)-6-methoxy-1H-indazol-1-yl]acetate from the Step D above in 20 mL MeOH and 2 mL water was added 0.50 mL of 5 N NaOH solution. After the solution was stirred at room temperature for 16 hours, the solvents were removed under reduced pressure. The residue was partitioned between cold water and EtOAc with 3 mL 1 N HCl. Separate the layers. Extract the aqueous layer with EtOAc (4×). The combined EtOAc extract was washed with saturated brine (2×)... The solvent is O (water). Run at time 30 minute. Reported procedure: To a stirred solution of 248 parts of methyl 3-methyl-4-oxo-1-piperidinecarboxylate in 660 parts of acetic acid are added 150 parts of 4-fluorobenzenamine and the whole is stirred for 30 minutes. After cooling with ice-water, a solution of 69 parts of sodium cyanide in 195 parts of water is added dropwise at room temperature. Upon completion, stirring at room temperature is continued over week-end. The solid product is filtered off and washed with 2,2'-oxybispropane and petroleumether, yielding ... The product is 230, C(#N)C1(C(CN(CC1)C(=O)OC)C)NC1=CC=C(C=C1)F (methyl 4-cyano-4-[(4-fluorophenyl)amino]-3-methyl-1-piperidinecarboxylate). Starting materials: 248, CC1CN(CCC1=O)C(=O)OC (methyl 3-methyl-4-oxo-1-piperidinecarboxylate), C(C)(=O)O (acetic acid), FC1=CC=C(C=C1)N (4-fluorobenzenamine), 69, [C-]#N.[Na+] (sodium cyanide), ice water. Reaction SMILES: [CH3:1][CH:2]1[C:7](=O)[CH2:6][CH2:5][N:4]([C:9]([O:11][CH3:12])=[O:10])[CH2:3]1.C(O)(=O)C.[F:17][C:18]1[CH:23]=[CH:22][C:21]([NH2:24])=[CH:20][CH:19]=1.[C-:25]#[N:26].[Na+]>O>[C:25]([C:7]1([NH:24][C:21]2[CH:22]=[CH:23][C:18]([F:17])=[CH:19][CH:20]=2)[CH2:6][CH2:5][N:4]([C:9]([O:11][CH3:12])=[O:10])[CH2:3][CH:2]1[CH3:1])#[N:26] |f:3.4|. Reaction conditions: temperature 0 celsius, time 2 hour. The yield is 61.9%. Run in C1(=CC=CC=C1)C (Toluene). Product: CC(C(=O)OC(C)(C)C)(C)C=1SC=CN1 (tert-butyl 2-methyl-2-(1,3-thiazol-2-yl)propanoate). Reported procedure: Toluene (30 mL) was placed in a nitrogen-flushed flask and degassed with nitrogen (20 min). 2-Chlorothiazole (900 mg, 7.53 mmol) and tert-butyl propionate (1.176 g, 9.03 mmol) were added, and the mixture was cooled to 0° C. NaHMDS (0.6 M in toluene, 30.1 mL, 18.06 mmol) was added. The reaction was stirred for 2 h at 0° C., allowed to warm to room temperature, and stirred for 18 h at room temperature. Methyl iodide (3.85 g, 27.1 mmol) was then added. After 1 h at room temperature, the orange reac... The reactants are CI (Methyl iodide), ClC=1SC=CN1 (2-Chlorothiazole), C(CC)(=O)OC(C)(C)C (tert-butyl propionate), C[Si](C)(C)[N-][Si](C)(C)C.[Na+] (NaHMDS). RXN SMILES: Cl[C:2]1[S:3][CH:4]=[CH:5][N:6]=1.[C:7]([O:11][C:12]([CH3:15])([CH3:14])[CH3:13])(=[O:10])[CH2:8][CH3:9].[CH3:16][Si]([N-][Si](C)(C)C)(C)C.[Na+].CI>C1(C)C=CC=CC=1>[CH3:9][C:8]([C:2]1[S:3][CH:4]=[CH:5][N:6]=1)([CH3:16])[C:7]([O:11][C:12]([CH3:15])([CH3:14])[CH3:13])=[O:10] |f:2.3|. The reactants are [BH4-].[Na+] (sodium borohydride), BrCC(=O)C1=CC(=C(C=C1)Cl)S(N(C)C)(=O)=O (2-bromo-4'-chloro-3'-dimethylsulfamoylacetophenone), Cl (HCl). Run in CO (methanol), CO (methanol). The product is BrCC(O)C1=CC(=C(C=C1)Cl)S(N(C)C)(=O)=O (2-bromo-1-(4-chloro-3-dimethylsulfamoylphenyl)-ethanol). Reaction SMILES: [Br:1][CH2:2][C:3]([C:5]1[CH:10]=[CH:9][C:8]([Cl:11])=[C:7]([S:12](=[O:17])(=[O:16])[N:13]([CH3:15])[CH3:14])[CH:6]=1)=[O:4].[BH4-].[Na+].Cl>CO>[Br:1][CH2:2][CH:3]([C:5]1[CH:10]=[CH:9][C:8]([Cl:11])=[C:7]([S:12](=[O:16])(=[O:17])[N:13]([CH3:14])[CH3:15])[CH:6]=1)[OH:4] |f:1.2|. Procedure: To a solution of 6.4 g of 2-bromo-4'-chloro-3'-dimethylsulfamoylacetophenone in 28 ml of methanol were added dropwise, at a reaction temperature of 5° C, a solution of 0.6 g of sodium borohydride in 5 ml of methanol and the solution was then stirred for 1 hour at room temperature. The reaction mixture was acidified while cooling (+5° C) with 2 N HCl and the solvent was distilled off under reduced pressure. After adding 70 ml of water, extraction followed with 200 ml of diethyl ether, the organic...